Dataset: the Open Reaction Database (ORD), a public repository of structured organic reaction records. Task: describe an organic reaction: reactants, conditions, products, and yield The reactants are Brc1ccccc1, CC(C)(C)P(c1ccccc1-c1ccccc1)C(C)(C)C, CC(=O)[O-], CC(=O)[O-], C1COCCO1, CC(C)(C)[O-], Cl, O=C(O)C1CCCNC1, [Na+], [Pd+2]. Yields the product O=C(O)C1CCCN(c2ccccc2)C1. RXN SMILES: [Br:1][c:2]1[cH:3][cH:4][cH:5][cH:6][cH:7]1.[C:24]([P:25]([C:26]([CH3:27])([CH3:28])[CH3:29])[c:30]1[cH:31][cH:32][cH:33][cH:34][c:35]1-[c:36]1[cH:37][cH:38][cH:39][cH:40][cH:41]1)([CH3:42])([CH3:43])[CH3:44].[C:51]([O-:52])(=[O:53])[CH3:54].[C:56]([O-:57])(=[O:58])[CH3:59].[CH2:45]1[O:46][CH2:47][CH2:48][O:49][CH2:50]1.[CH3:18][C:19]([CH3:20])([O-:21])[CH3:22].[ClH:8].[NH:9]1[CH2:10][CH:11]([C:15](=[O:16])[OH:17])[CH2:12][CH2:13][CH2:14]1.[Na+:23].[Pd+2:55]>>[c:2]1([N:9]2[CH2:10][CH:11]([C:15](=[O:16])[OH:17])[CH2:12][CH2:13][CH2:14]2)[cH:3][cH:4][cH:5][cH:6][cH:7]1. Reactants: CC1(CC(=C(C(C1)=O)C(CC)=O)O)C (5,5-dimethyl-3-hydroxy-2-propionylcyclohex-2-en-1-one), ClC1=CC=C(S1)CON (O-[(5-chlorothien-2-yl)methyl]hydroxylamine). The solvent is C(Cl)Cl (methylene chloride), C(C)O (ethanol). Conditions: time 12 hour. Yields the product ClC1=CC=C(S1)CON=C(CC)C=1C(CC(CC1O)(C)C)=O (2-{1-[(5-chlorothien-2-ylmethoxy)imino]propyl}-3-hydroxy-5,5-dimethylcyclohex-2-en-1-one). Isolated yield 70.2%. Reaction SMILES: [CH3:1][C:2]1([CH3:14])[CH2:7][C:6](=[O:8])[C:5]([C:9](=O)[CH2:10][CH3:11])=[C:4]([OH:13])[CH2:3]1.[Cl:15][C:16]1[S:20][C:19]([CH2:21][O:22][NH2:23])=[CH:18][CH:17]=1>C(O)C.C(Cl)Cl>[Cl:15][C:16]1[S:20][C:19]([CH2:21][O:22][N:23]=[C:9]([C:5]2[C:6](=[O:8])[CH2:7][C:2]([CH3:14])([CH3:1])[CH2:3][C:4]=2[OH:13])[CH2:10][CH3:11])=[CH:18][CH:17]=1. Reported procedure: In this example, a mixture containing 4.0 gms (0.02 mol) of 5,5-dimethyl-3-hydroxy-2-propionylcyclohex-2-en-1-one and 3.6 gms (0.022 mol) of O-[(5-chlorothien-2-yl)methyl]hydroxylamine in 75 mls of ethanol was stirred at room temperature for about 12 hours. The mixture was then evaporated to remove the ethanol, affording a thick syrup. The syrup was then dissolved in methylene chloride and extracted twice with aqueous 5% wt. sodium hydroxide. The aqueous layer was separated and acidified with co... The reactants are CC1(O)CCC2CC1(O)C2(C)C, CC(OCc1ccccc1)C(Cl)B(O)O, C1CCOC1, C[Si](C)(C)[N-][Si](C)(C)C, [Li+]. The product is CC1(O)CCC2CC1(O)C2(C)C, CC(OCc1ccccc1)C(N)B(O)O, Cl. As a reaction SMILES: [C:16]12([OH:27])[C:17]([CH3:25])([OH:26])[CH2:18][CH2:19][CH:20]([C:21]1([CH3:22])[CH3:23])[CH2:24]2.[CH2:1]([c:2]1[cH:3][cH:4][cH:5][cH:6][cH:7]1)[O:8][CH:9]([CH:10]([Cl:11])[B:12]([OH:13])[OH:14])[CH3:15].[CH2:38]1[O:39][CH2:40][CH2:41][CH2:42]1.[CH3:29][Si:30]([N-:33][Si:31]([CH3:32])([CH3:34])[CH3:35])([CH3:36])[CH3:37].[Li+:28]>>[C:16]12([OH:27])[C:17]([CH3:25])([OH:26])[CH2:18][CH2:19][CH:20]([C:21]1([CH3:22])[CH3:23])[CH2:24]2.[CH2:1]([c:2]1[cH:3][cH:4][cH:5][cH:6][cH:7]1)[O:8][CH:9]([CH:10]([B:12]([OH:13])[OH:14])[NH2:33])[CH3:15].[ClH:11].